Dataset: the Open Reaction Database (ORD), a public repository of structured organic reaction records. Task: describe an organic reaction: reactants, conditions, products, and yield Reactants: COC=1C=C2CCN3C(C2=CC1OC)=NC=C(C3=O)C(=O)OCC (Ethyl 6,7-dihydro-9,10-dimethoxy-4-oxo-4H-pyrimido[2,1-a]isoquinoline-3-carboxylate), Br (hydrogen bromide). Yields the product OC=1C=C2CCN3C(C2=CC1O)=NC=C(C3=O)C(=O)O (6,7-Dihydro-9,10-dihydroxy-4-oxo-4H-pyrimido[2,1-a]isoquinoline-3-carboxylic Acid). The yield is 82.0%. RXN SMILES: C[O:2][C:3]1[CH:4]=[C:5]2[C:10](=[CH:11][C:12]=1[O:13]C)[C:9]1=[N:15][CH:16]=[C:17]([C:20]([O:22]CC)=[O:21])[C:18](=[O:19])[N:8]1[CH2:7][CH2:6]2.Br>>[OH:2][C:3]1[CH:4]=[C:5]2[C:10](=[CH:11][C:12]=1[OH:13])[C:9]1=[N:15][CH:16]=[C:17]([C:20]([OH:22])=[O:21])[C:18](=[O:19])[N:8]1[CH2:7][CH2:6]2. Procedure details: Ethyl 6,7-dihydro-9,10-dimethoxy-4-oxo-4H-pyrimido[2,1-a]isoquinoline-3-carboxylate was treated with 48% hydrogen bromide as described in Example 19 to give a 82% yield of the title acid, m.p. 308°-314°. Recrystallization from N,N-dimethylformamide gave the analytical sample, m.p. 321°-323°. Starting materials: C(C)(=O)OC1CCC2=C(C=CC=C12)[N+](=O)[O-] (4-nitro-1-indanyl acetate), [H][H] (hydrogen), [H][H] (hydrogen). The reagents and catalysts are [Pt]=O (platinum oxide). The solvent is C(C)O (ethanol), C(C)O (ethanol). Reaction conditions: time 16 hour. Yields the product C(C)(=O)OC1CCC2=C(C=CC=C12)N (4-amino-1-indanyl acetate). Yield: 97.6%. Reaction SMILES: [C:1]([O:4][CH:5]1[C:13]2[C:8](=[C:9]([N+:14]([O-])=O)[CH:10]=[CH:11][CH:12]=2)[CH2:7][CH2:6]1)(=[O:3])[CH3:2].[H][H]>C(O)C.[Pt]=O>[C:1]([O:4][CH:5]1[C:13]2[C:8](=[C:9]([NH2:14])[CH:10]=[CH:11][CH:12]=2)[CH2:7][CH2:6]1)(=[O:3])[CH3:2]. Procedure: A solution of 10.0 g (0.045 mole) of 4-nitro-1-indanyl acetate in 200 mL of ethanol was mixed with 0.1 g of platinum oxide in 20 mL of ethanol, and the mixture was contacted with hydrogen in a Parr hydrogenator. Upon complete uptake of hydrogen, the reaction mixture was allowed to stand for 16 hours. The platinum oxide was removed by filtration through diatomaceous earth, and the filter cake was washed with ethanol. The ethanol washings were combined with the filtrate, and the whole was concentr... Reactants: CN(C)c1ccccc1, Cl, Nc1nc(O)c2sc3ccccc3c2n1, [NH4+], [OH-], O=P(Cl)(Cl)Cl. Yields the product Nc1nc(Cl)c2sc3ccccc3c2n1. As a reaction SMILES: [CH3:22][N:23]([c:24]1[cH:25][cH:26][cH:27][cH:28][cH:29]1)[CH3:30].[ClH:1].[NH2:2][c:3]1[n:4][c:5]([OH:16])[c:6]2[c:7]([n:8]1)[c:9]1[c:10]([s:11]2)[cH:12][cH:13][cH:14][cH:15]1.[NH4+:32].[OH-:31].[P:17]([Cl:18])([Cl:19])([Cl:20])=[O:21]>>[NH2:2][c:3]1[n:4][c:5]([Cl:19])[c:6]2[c:7]([n:8]1)[c:9]1[c:10]([s:11]2)[cH:12][cH:13][cH:14][cH:15]1. Reactants: C(C)(C)(C)OC([C@H](CNC(C1=CC=C(C=C1)OCCC=1N=C(SC1)N)=O)NS(=O)(=O)C1=CC=CC=C1)=O (4-[2-(2-Aminothiazol-4-yl)ethyloxy]benzoyl-2(S)-phenylsulfonylamino-βalanine tert-butyl ester), C(C)[SiH](CC)CC (triethylsilane), C(=O)(C(F)(F)F)O (TFA). Solvent: C(Cl)Cl (CH2Cl2). Conditions: time 4 hour. The product is C(C)O.[NH4+].[OH-].O (ethanol NH4OH H2O), NC=1SC=C(N1)CCOC1=CC=C(C(=O)NC[C@@H](C(=O)O)NS(=O)(=O)C2=CC=CC=C2)C=C1 (4-[2-(2-Aminothiazol-4-yl)ethyloxy]benzoyl-2(S)-phenylsulfonylamino-β-alanine). As a reaction SMILES: [C:1]([O:5][C:6](=[O:37])[C@@H:7]([NH:27][S:28]([C:31]1[CH:36]=[CH:35][CH:34]=[CH:33][CH:32]=1)(=[O:30])=[O:29])[CH2:8][NH:9][C:10](=[O:26])[C:11]1[CH:16]=[CH:15][C:14]([O:17][CH2:18][CH2:19][C:20]2[N:21]=[C:22]([NH2:25])[S:23][CH:24]=2)=[CH:13][CH:12]=1)(C)(C)[CH3:2].C([SiH](CC)CC)C.C(O)(C(F)(F)F)=[O:46]>C(Cl)Cl>[CH2:1]([OH:5])[CH3:2].[NH4+:9].[OH-:46].[OH2:5].[NH2:25][C:22]1[S:23][CH:24]=[C:20]([CH2:19][CH2:18][O:17][C:14]2[CH:13]=[CH:12][C:11]([C:10]([NH:9][CH2:8][C@H:7]([NH:27][S:28]([C:31]3[CH:32]=[CH:33][CH:34]=[CH:35][CH:36]=3)(=[O:30])=[O:29])[C:6]([OH:37])=[O:5])=[O:26])=[CH:16][CH:15]=2)[N:21]=1 |f:4.5.6.7|. Procedure details: A stirred solution of 5-5 (33 mg, 60 mmol), CH2Cl2 (0.5 mL), and triethylsilane (24 μL, 0.15 mmol) at ambient temperature was treated with TFA (0.5 mL). After 4 h, the solution was concentrated and the residual TFA removed azeotropically with toluene. Flash chromatography (silica, 10:0.1:0.1 ethanol/NH4OH/H2O) gave 5-6 as a white solid. The reactants are C(C1=CC=CC=C1)OC([C@H]1N(CCC1)C(C(NS(=O)(=O)CC1=CC=CC=C1)CC(C)C)=O)=O (N-benzylsulfonyl-D,L-leucyl-L-proline benzyl ester), [H][H] (hydrogen). The reagents and catalysts are [C].[Pd] (palladium-carbon). Solvent: CO (methanol). Product: C(C1=CC=CC=C1)S(=O)(=O)NC(CC(C)C)C(=O)N1[C@H](C(=O)O)CCC1 (N-benzylsulfonyl-D,L-leucyl-L-proline). The yield is 103.0%. RXN SMILES: C([O:8][C:9](=[O:33])[C@@H:10]1[CH2:14][CH2:13][CH2:12][N:11]1[C:15](=[O:32])[CH:16]([CH2:28][CH:29]([CH3:31])[CH3:30])[NH:17][S:18]([CH2:21][C:22]1[CH:27]=[CH:26][CH:25]=[CH:24][CH:23]=1)(=[O:20])=[O:19])C1C=CC=CC=1.[H][H]>CO.[C].[Pd]>[CH2:21]([S:18]([NH:17][CH:16]([C:15]([N:11]1[CH2:12][CH2:13][CH2:14][C@H:10]1[C:9]([OH:33])=[O:8])=[O:32])[CH2:28][CH:29]([CH3:31])[CH3:30])(=[O:20])=[O:19])[C:22]1[CH:23]=[CH:24][CH:25]=[CH:26][CH:27]=1 |f:3.4|. Procedure details: N-benzylsulfonyl-D,L-leucyl-L-proline benzyl ester (1.2 g) was dissolved in methanol (20 ml), and 10% palladium-carbon (120 mg) was added. The resulting mixture aerated with hydrogen was allowed to react at room temperature for 3 h, filtered and concentrated under reduced pressure to remove the solvent to give a white foam-like solid (1 g, 99%), which was directly used for the next reaction.